Dataset: the Open Reaction Database (ORD), a public repository of structured organic reaction records. Task: describe an organic reaction: reactants, conditions, products, and yield Starting materials: BrCCBr, C1CCOC1, CC(C)[N-]C(C)C, NC1=NC(c2ccc(F)cc2F)CO1, [Li+]. Product: NC1=NC(c2ccc(F)c(Br)c2F)CO1. As a reaction SMILES: [Br:23][CH2:24][CH2:25][Br:26].[CH2:27]1[O:28][CH2:29][CH2:30][CH2:31]1.[CH:1]([N-:2][CH:3]([CH3:4])[CH3:5])([CH3:6])[CH3:7].[F:9][c:10]1[c:11]([CH:17]2[N:18]=[C:19]([NH2:22])[O:20][CH2:21]2)[cH:12][cH:13][c:14]([F:16])[cH:15]1.[Li+:8]>>[F:9][c:10]1[c:11]([CH:17]2[N:18]=[C:19]([NH2:22])[O:20][CH2:21]2)[cH:12][cH:13][c:14]([F:16])[c:15]1[Br:23]. Starting materials: NC=1NC=CN1 (2-aminoimidazole), C(C)(=O)C(C(=O)OC(CN1CCCCC1)C1=CC=CC=C1)=CC1=CC(=CC=C1)[N+](=O)[O-] (1-phenyl-2-piperidinoethyl α-acetyl-3-nitrocinnamate), S(=O)(=O)(O)O.NC=1NC=CN1 (2-aminoimidazole sulfate), [OH-].[Na+] (sodium hydroxide), [N+](=O)([O-])C=1C=C(C=O)C=CC1 (3-nitrobenzaldehyde), C(CC(=O)C)(=O)OC(CN1CCCCC1)C1=CC=CC=C1 (1-phenyl-2-piperidinoethyl acetoacetate). The solvent is C(C)O (ethanol). Conditions: temperature 50 celsius, time 5 hour. The product is CC=1NC=2N(C(C1C(=O)OC(CN1CCCCC1)C1=CC=CC=C1)C1=CC(=CC=C1)[N+](=O)[O-])C=CN2 (1-phenyl-2-piperidinoethyl 7-methyl-5-(3-nitrophenyl)-5,8-dihydroimidazo[1,2-a]pyrimidine-6-carboxylate). Reaction SMILES: [C:1]([C:4](=[CH:22][C:23]1[CH:28]=[CH:27][CH:26]=[C:25]([N+:29]([O-:31])=[O:30])[CH:24]=1)[C:5]([O:7][CH:8]([C:16]1[CH:21]=[CH:20][CH:19]=[CH:18][CH:17]=1)[CH2:9][N:10]1[CH2:15][CH2:14][CH2:13][CH2:12][CH2:11]1)=[O:6])(=O)[CH3:2].[N+](C1C=C(C=CC=1)C=O)([O-])=O.C(OC(C1C=CC=CC=1)CN1CCCCC1)(=O)CC(C)=O.[NH2:64][C:65]1[NH:66][CH:67]=[CH:68][N:69]=1.S(O)(O)(=O)=O.NC1NC=CN=1.[OH-].[Na+]>C(O)C>[CH3:2][C:1]1[NH:64][C:65]2[N:66]([CH:67]=[CH:68][N:69]=2)[CH:22]([C:23]2[CH:28]=[CH:27][CH:26]=[C:25]([N+:29]([O-:31])=[O:30])[CH:24]=2)[C:4]=1[C:5]([O:7][CH:8]([C:16]1[CH:21]=[CH:20][CH:19]=[CH:18][CH:17]=1)[CH2:9][N:10]1[CH2:15][CH2:14][CH2:13][CH2:12][CH2:11]1)=[O:6] |f:4.5,6.7|. Procedure details: To the crude 1-phenyl-2-piperidinoethyl α-acetyl-3-nitrocinnamate, which was synthesized by reacting 30 g of 3-nitrobenzaldehyde with 67 g of 1-phenyl-2-piperidinoethyl acetoacetate, is added 500 ml of ethanol solution of 2-aminoimidazole prepared from 26.4 g of 2-aminoimidazole sulfate and sodium hydroxide, and then stirred at 50° C. for 5 hours. After cooling, the precipitated crystals are collected by filtration and recrystallized from ethanol to give 9.7 g of 1-phenyl-2-piperidinoethyl 7-met... The reactants are O (water), ClC=1C(=CC(=C(C(=O)N)C1)[N+](=O)[O-])[N+](=O)[O-] (5-chloro-2,4-dinitrobenzamide), CN (methylamine). The solvent is C(C)O (ethanol). Product: [N+](=O)([O-])C1=C(C(=O)N)C=C(C(=C1)[N+](=O)[O-])NC (2,4-dinitro-5-methylaminobenzamide). Yield: 98.0%. Reaction SMILES: Cl[C:2]1[C:3]([N+:14]([O-:16])=[O:15])=[CH:4][C:5]([N+:11]([O-:13])=[O:12])=[C:6]([CH:10]=1)[C:7]([NH2:9])=[O:8].[CH3:17][NH2:18].O>C(O)C>[N+:11]([C:5]1[CH:4]=[C:3]([N+:14]([O-:16])=[O:15])[C:2]([NH:18][CH3:17])=[CH:10][C:6]=1[C:7]([NH2:9])=[O:8])([O-:13])=[O:12]. Reported procedure: A solution of 5-chloro-2,4-dinitrobenzamide (6.14 g, 25 mmol) [Goldstein, H.; Stamm, R.; Helv. Chim. Acta, 1952, 35, 1330-1333] and 40% aqueous methylamine (20 mL) in ethanol (80 mL) is heated in a sealed pressure vessel at 100° C. for 2 h. After cooling, dilution with water gives 2,4-dinitro-5-methylaminobenzamide (5.89 g, 98%). 1H NMR (DMSO) δ8.88 (1H, q, J=4.9 Hz), 8.76 (1H, s), 8.07 (1H, brs), 7.77 (1H, brs), 6.98 (1H,s), 3.07 (3H, d, J=5.0 Hz). The reactants are [Ba+2], O=C([O-])[O-], CO, COC(=O)C1CSCC1=O, Cl, NO. The product is COC(=O)C1CSCC1=NO. As a reaction SMILES: [Ba+2:18].[C:14](=[O:15])([O-:16])[O-:17].[CH3:19][OH:20].[CH3:1][O:2][C:3](=[O:4])[CH:5]1[CH2:6][S:7][CH2:8][C:9]1=[O:10].[ClH:11].[NH2:12][OH:13]>>[CH3:1][O:2][C:3](=[O:4])[CH:5]1[CH2:6][S:7][CH2:8][C:9]1=[N:12][OH:13].